Dataset: the Open Reaction Database (ORD), a public repository of structured organic reaction records. Task: describe an organic reaction: reactants, conditions, products, and yield Reaction SMILES: [Cl:1][C:2]1[CH:3]=[CH:4][C:5]2[NH:11][C:10](=O)[CH2:9][N:8]=[C:7]([C:13]3[NH:14][CH:15]=[CH:16][CH:17]=3)[C:6]=2[CH:18]=1.O.P12(SP3(SP(SP(S3)(S1)=S)(=S)S2)=S)=[S:21]>C1COCC1>[Cl:1][C:2]1[CH:3]=[CH:4][C:5]2[NH:11][C:10](=[S:21])[CH2:9][N:8]=[C:7]([C:13]3[NH:14][CH:15]=[CH:16][CH:17]=3)[C:6]=2[CH:18]=1. Reaction conditions: temperature 40 celsius, time 2.5 hour. Isolated yield 159.6%. The solvent is C1CCOC1 (THF). Reported procedure: 10 g (38.5 mmol) of 7-chloro-1,3-dihydro-5-(1H-pyrrol-2-yl)-1,4-benzodiazepin-2-one were dissolved in anhydrous THF (400 ml) in a 1 litre round-bottom 3-neck flask equipped with a mechanical stirrer. The flask was then placed in the water bath of an ultrasonic apparatus. To the stirred reaction solution was added P4S10 (10 g; 22.5 mmol) and the reaction mixture was irradiated with ultrasound. The temperature was maintained at about 40° C. throughout the reaction. After 2.5 hours, an additional p... Product: ClC=1C=CC2=C(C(=NCC(N2)=S)C=2NC=CC2)C1 (7-chloro-1,3-dihydro-5-(1H-pyrrol-2yl)-1,4-benzodiazepin-2-thione). Starting materials: P12(=S)SP3(=S)SP(=S)(S1)SP(=S)(S2)S3 (P4S10), ClC=1C=CC2=C(C(=NCC(N2)=O)C=2NC=CC2)C1 (7-chloro-1,3-dihydro-5-(1H-pyrrol-2-yl)-1,4-benzodiazepin-2-one), P12(=S)SP3(=S)SP(=S)(S1)SP(=S)(S2)S3 (P4S10), O (water).